From a dataset of the Open Reaction Database (ORD), a public repository of structured organic reaction records. describe an organic reaction: reactants, conditions, products, and yield Starting materials: C1C2C=CC1C3C2C(=O)N(C3=O)O (HONB), C1CCC(CC1)N=C=NC2CCCCC2 (DCC), N([C@@H](CC(N)=O)C(=O)N[C@@H]([C@H](O)C)C(=O)OCC1=CC=CC=C1)C(=O)OC(C)(C)C (Boc-Asn-Thr-OBzl), C(=O)(C(F)(F)F)O (TFA), N([C@@H](CCS(=O)C)C(=O)O)C(=O)OC(C)(C)C (Boc-Met(O)). Run in C1CCOC1 (THF). Conditions: time 30 minute. Yields the product N([C@@H](CCS(=O)C)C(=O)N[C@@H](CC(N)=O)C(=O)N[C@@H]([C@H](O)C)C(=O)OCC1=CC=CC=C1)C(=O)OC(C)(C)C (Boc-Met(O)-Asn-Thr-OBzl). As a reaction SMILES: [NH:1]([C:24]([O:26]C(C)(C)C)=O)[C@H:2]([C:7]([NH:9][C@H:10]([C:14]([O:16][CH2:17][C:18]1[CH:23]=[CH:22][CH:21]=[CH:20][CH:19]=1)=[O:15])[C@@H:11]([CH3:13])[OH:12])=[O:8])[CH2:3][C:4](=[O:6])[NH2:5].C(O)(C(F)(F)F)=O.[NH:38]([C:48]([O:50][C:51]([CH3:54])([CH3:53])[CH3:52])=[O:49])[C@H:39](C(O)=O)[CH2:40][CH2:41][S:42]([CH3:44])=[O:43].C1C2C3C(=O)N(O)C(=O)C3C1C=C2.C1CCC(N=C=NC2CCCCC2)CC1>C1COCC1>[NH:38]([C:48]([O:50][C:51]([CH3:54])([CH3:53])[CH3:52])=[O:49])[C@H:39]([C:24]([NH:1][C@H:2]([C:7]([NH:9][C@H:10]([C:14]([O:16][CH2:17][C:18]1[CH:19]=[CH:20][CH:21]=[CH:22][CH:23]=1)=[O:15])[C@@H:11]([CH3:13])[OH:12])=[O:8])[CH2:3][C:4](=[O:6])[NH2:5])=[O:26])[CH2:40][CH2:41][S:42]([CH3:44])=[O:43]. Reported procedure: To 50.0 g of Boc-Asn-Thr-OBzl is added 170 ml of TFA and the mixture is shaken at room temperature for 30 minutes. The solution is concentrated and treated with 500 ml of diethyl ether. The resultant powder is collected by filtration and dried. It is dissolved in 400 ml of THF, and under ice-cooling 20 ml of TEA is added. To this solution is added Boc-Met(O)-ONB (prepared by dissolving 31.3 g of Boc-Met(O).OH and 23.3 g of HONB in 200 ml of THF, adding 26.8 g of DCC under ice-cooling and stirrin...